describe an organic reaction: reactants, conditions, products, and yield From a dataset of the Open Reaction Database (ORD), a public repository of structured organic reaction records. Starting materials: C=C1C2N(C(N(C2C1)C(C)=O)=O)C(C)=O (6-methylene-2,4-diacetyl-2,4-diaza-bicyclo[3,2,0]heptan-3-one), CC1C2N(C(N(C2C1)C(C)=O)=O)C(C)=O (6-methyl-2,4-diacetyl-2,4-diaza-bicyclo[3,2,0]heptan-3-one), CC1(C2N(C(N(C2C1(C)C)C(C)=O)=O)C(C)=O)C (6,6,7,7-tetramethyl-2,4-diacetyl-2,4-diaza-bicyclo[3,2,0]heptan-3-one), 120-124, CC1(C2N(C(N(C2C1)C(C)=O)=O)C(C)=O)C (6,6-dimethyl-2,4-diacetyl-2,4-diaza-bicyclo[3,2,0]heptan-3-one), C(C)(C)(C)C1C2N(C(N(C2C1)C(C)=O)=O)C(C)=O (6-tert.-butyl-2,4-diacetyl-2,4-diaza-bicyclo[3,2,0]heptan-3-one), COC1C2N(C(N(C2C1)C(C)=O)=O)C(C)=O (6-methoxy-2,4-diacetyl-2,4-diaza-bicyclo[3,2,0]heptan-3-one). Product: C(C)(=O)OC1C2N(C(N(C2C1)C(C)=O)=O)C(C)=O (6-acetoxy-2,4-diacetyl-2,4-diaza-bicyclo[3,2,0]heptan-3-one). Isolated yield 40.0%. As a reaction SMILES: C[CH:2]1[CH2:8][CH:7]2[CH:3]1[N:4]([C:13](=[O:15])[CH3:14])[C:5](=[O:12])[N:6]2[C:9](=[O:11])[CH3:10].CC1(C)CC2C1N([C:28](=[O:30])[CH3:29])C(=O)N2C(=O)C.C(C1CC2C1N(C(=O)C)C(=O)N2C(=[O:45])C)(C)(C)C.CC1(C)C(C)(C)C2C1N(C(=O)C)C(=O)N2C(=O)C.C=C1CC2C1N(C(=O)C)C(=O)N2C(=O)C.COC1CC2C1N(C(=O)C)C(=O)N2C(=O)C>>[C:28]([O:30][CH:2]1[CH2:8][CH:7]2[CH:3]1[N:4]([C:13](=[O:15])[CH3:14])[C:5](=[O:12])[N:6]2[C:9](=[O:11])[CH3:10])(=[O:45])[CH3:29]. Procedure: The following cycloadducts are accessible analogously: 6-methyl-2,4-diacetyl-2,4-diaza-bicyclo[3,2,0]heptan-3-one, boiling point0.25 111°-115° (77%); 6,6-dimethyl-2,4-diacetyl-2,4-diaza-bicyclo[3,2,0]heptan-3-one, boiling point0.4 103°-104° (67%); 6-tert.-butyl-2,4-diacetyl-2,4-diaza-bicyclo[3,2,0]heptan-3-one, melting point 85°-86° (54%); 6,6,7,7-tetramethyl-2,4-diacetyl-2,4-diaza-bicyclo[3,2,0]heptan-3-one, melting point 79°-81° (78%); 6-methylene-2,4-diacetyl-2,4-diaza-bicyclo[3,2,0]heptan-3-...